From a dataset of the Open Reaction Database (ORD), a public repository of structured organic reaction records. describe an organic reaction: reactants, conditions, products, and yield Starting materials: [Cl-].[NH4+] (ammonium chloride), C(C)OC1=CC=C(C(=N1)C(=O)OC)[N+](=O)[O-] (methyl 6-ethoxy-3-nitropicolinate). The reagents and catalysts are [Zn] (zinc). Run in O.C(C)(=O)OCC (water ethyl acetate), O1CCCC1 (tetrahydrofuran). Reaction conditions: time 2 hour. The product is NC=1C(=NC(=CC1)OCC)C(=O)OC (methyl 3-amino-6-ethoxypicolinate). The yield is 76.1%. As a reaction SMILES: [CH2:1]([O:3][C:4]1[N:9]=[C:8]([C:10]([O:12][CH3:13])=[O:11])[C:7]([N+:14]([O-])=O)=[CH:6][CH:5]=1)[CH3:2].[Cl-].[NH4+]>O1CCCC1.O.C(OCC)(=O)C.[Zn]>[NH2:14][C:7]1[C:8]([C:10]([O:12][CH3:13])=[O:11])=[N:9][C:4]([O:3][CH2:1][CH3:2])=[CH:5][CH:6]=1 |f:1.2,4.5|. Procedure details: To a stirred solution of the compound prepared in Example 425 (0.200 g,) in tetrahydrofuran (4.5 mL) was added zinc dust (0.5782 g), followed by saturated aqueous ammonium chloride (4.5 mL). The mixture was stirred at room temperature for 2 hours. The mixture was diluted with water-ethyl acetate and then filtered through paper. The phases were separated, organic layer dried, concentrated in vacuo and the bright yellow oil purified by column chromatography on silica gel (1-2% methanol in dichloro... Starting materials: ClC1=NC=CC=C1O (2-chloropyridin-3-ol), ClC(C(=O)[O-])(F)F.[Na+] (sodium chloro(difluoro)acetate), C([O-])([O-])=O.[K+].[K+] (potassium carbonate). The solvent is CN(C=O)C (N,N-dimethylformamide), CN(C=O)C (N,N-dimethylformamide). Run at temperature 100 celsius, time 1 hour. Yields the product ClC1=NC=CC=C1OC(F)F (2-chloro-3-(difluoromethoxy)pyridine). RXN SMILES: C(=O)([O-])[O-].[K+].[K+].[Cl:7][C:8]1[C:13]([OH:14])=[CH:12][CH:11]=[CH:10][N:9]=1.Cl[C:16]([F:21])([F:20])C([O-])=O.[Na+]>CN(C)C=O>[Cl:7][C:8]1[C:13]([O:14][CH:16]([F:21])[F:20])=[CH:12][CH:11]=[CH:10][N:9]=1 |f:0.1.2,4.5|. Procedure: This reaction was carried out 3 times. A mixture of potassium carbonate (282 g, 2.04 mol) and N,N-dimethylformamide (750 mL) was heated to 100° C. and slowly treated, in a drop-wise manner over 1 hour, with a solution of 2-chloropyridin-3-ol (66.7 g, 515 mmol) and sodium chloro(difluoro)acetate (200 g, 1.31 mol) in N,N-dimethylformamide (750 mL). After completion of the addition, the reaction mixture was stirred at 100° C. for 1 hour, then cooled to 25° C. and partitioned between water (10 L) an... Reactants: C(O)([O-])=O.[Na+] (sodium hydrogencarbonate), resultant mixture, BrC1=CC=C(C=C1)C1(OCC(CO1)(C)C)CCCOC=1C=C(C#N)C=CC1 (3-[3-[2-(4-bromophenyl)-5,5-dimethyl-1,3-dioxane-2-yl]propoxy]benzonitrile), CN(C=O)C (dimethylformamide). Reagents/catalysts: [Cu+] (copper (1)). Yields the product C(#N)C=1C=C(OCCCC(=O)C2=CC=C(C#N)C=C2)C=CC1 (4-[4-(3-cyanophenoxy)butyryl]benzonitrile). As a reaction SMILES: Br[C:2]1[CH:7]=[CH:6][C:5]([C:8]2([CH2:16][CH2:17][CH2:18][O:19][C:20]3[CH:21]=[C:22]([CH:25]=[CH:26][CH:27]=3)[C:23]#[N:24])[O:13]CC(C)(C)CO2)=[CH:4][CH:3]=1.C(=O)([O-])O.[Na+].[CH3:33][N:34](C)C=O>[Cu+]>[C:23]([C:22]1[CH:21]=[C:20]([CH:27]=[CH:26][CH:25]=1)[O:19][CH2:18][CH2:17][CH2:16][C:8]([C:5]1[CH:4]=[CH:3][C:2]([C:33]#[N:34])=[CH:7][CH:6]=1)=[O:13])#[N:24] |f:1.2|. Procedure details: 500 mg (1.16 mmol) of 3-[3-[2-(4-bromophenyl)-5,5-dimethyl-1,3-dioxane-2-yl]propoxy]benzonitrile and 114 mg (1.27 mmol) of copper (1) cyamide were stirred in 1 ml of dimethylformamide at 140° C. overnight. Saturated aqueous sodium hydrogencarbonate solution was added to the resultant mixture. After the extraction with ethyl acetate, the organic layer was washed with saturated aqueous NaCl solution, and then dried over anhydrous magnesium sulfate. The solvent was evaporated. 10 ml of ethanol and ... Starting materials: C(C)(=O)OCC (ethyl acetate), C(C1=CC=CC=C1)(C1=CC=CC=C1)(C1=CC=CC=C1)NC=1SC=C(N1)C(C(=O)NC1C2CSC(C(N2C1=O)(C(=O)OC(C)(C)C)O)SCC(=O)OCC)=NOC (1,1-dimethylethyl 7-[2-(2-tritylaminothiazol-4-yl)-2-methoxyimino-acetamido]-3- -(ethoxycarbonylmethylthio)-2-hydroxy-8-oxo-4-thia-1-azabicyclo[4,2,0]octane-2-carboxylate), P(P(I)I)(I)I (diphosphorus tetraiodide), P(P(I)I)(I)I (diphosphorus tetraiodide). Solvent: N1=CC=CC=C1 (pyridine). Run at time 1 hour. Yields the product C(C1=CC=CC=C1)(C1=CC=CC=C1)(C1=CC=CC=C1)NC=1SC=C(N1)C(C(=O)NC1C2CSC(=C(N2C1=O)C(=O)OC(C)(C)C)SCC(=O)OCC)=NOC (racemic 1,1-dimethylethyl 7-[2-(2-tritylaminothiazol-4-yl)-2-methoxyimino-acetamido]-3-(ethoxycarbonylmethylthio)-8-oxo-4-thia-1-azabicyclo[4,2,0]oct-2-ene-2-carboxylate). Isolated yield 44.5%. As a reaction SMILES: [C:1]([NH:20][C:21]1[S:22][CH:23]=[C:24]([C:26](=[N:54][O:55][CH3:56])[C:27]([NH:29][CH:30]2[C:37](=[O:38])[N:36]3[CH:31]2[CH2:32][S:33][CH:34]([S:47][CH2:48][C:49]([O:51][CH2:52][CH3:53])=[O:50])[C:35]3(O)[C:39]([O:41][C:42]([CH3:45])([CH3:44])[CH3:43])=[O:40])=[O:28])[N:25]=1)([C:14]1[CH:19]=[CH:18][CH:17]=[CH:16][CH:15]=1)([C:8]1[CH:13]=[CH:12][CH:11]=[CH:10][CH:9]=1)[C:2]1[CH:7]=[CH:6][CH:5]=[CH:4][CH:3]=1.P(I)(I)P(I)I.C(OCC)(=O)C>N1C=CC=CC=1>[C:1]([NH:20][C:21]1[S:22][CH:23]=[C:24]([C:26](=[N:54][O:55][CH3:56])[C:27]([NH:29][CH:30]2[C:37](=[O:38])[N:36]3[CH:31]2[CH2:32][S:33][C:34]([S:47][CH2:48][C:49]([O:51][CH2:52][CH3:53])=[O:50])=[C:35]3[C:39]([O:41][C:42]([CH3:43])([CH3:45])[CH3:44])=[O:40])=[O:28])[N:25]=1)([C:8]1[CH:13]=[CH:12][CH:11]=[CH:10][CH:9]=1)([C:14]1[CH:19]=[CH:18][CH:17]=[CH:16][CH:15]=1)[C:2]1[CH:3]=[CH:4][CH:5]=[CH:6][CH:7]=1. Procedure: 1.55 g of the product of Step A dissolved in 30 ml of pyridine and 1.4 g of diphosphorus tetraiodide were stirred under an inert atmosphere for 30 minutes and after a further 0.76 g of diphosphorus tetraiodide were added, the mixture was stirred for 1 hour. 100 ml of ethyl acetate were added followed by filtering and concentrating to dryness under reduced pressure at a temperature below 30° C. The residue was dissolved in ethyl acetate and the solution was filtered, washed first with 0.1N hydroc...